Dataset: the Open Reaction Database (ORD), a public repository of structured organic reaction records. Task: describe an organic reaction: reactants, conditions, products, and yield The reactants are CCCCOB(OCCCC)OCCCC, CCCCN, CCOC(C)=O, O=Cc1ccc(O)cc1Cl, Cl, [Na+], O=C([O-])O, COc1ccc(C=CC(=O)CC(C)=O)cc1O. Yields the product COc1ccc(C=CC(=O)CC(=O)C=Cc2ccc(O)cc2Cl)cc1O. Reaction SMILES: [B:28]([O:29][CH2:30][CH2:31][CH2:32][CH3:33])([O:34][CH2:35][CH2:36][CH2:37][CH3:38])[O:39][CH2:40][CH2:41][CH2:42][CH3:43].[CH2:44]([NH2:45])[CH2:46][CH2:47][CH3:48].[CH3:55][CH2:56][O:57][C:58](=[O:59])[CH3:60].[Cl:18][c:19]1[c:20]([CH:21]=[O:22])[cH:23][cH:24][c:25]([OH:27])[cH:26]1.[ClH:49].[Na+:54].[O-:50][C:51]([OH:52])=[O:53].[OH:1][c:2]1[cH:3][c:4]([CH:10]=[CH:11][C:12]([CH2:13][C:14]([CH3:15])=[O:16])=[O:17])[cH:5][cH:6][c:7]1[O:8][CH3:9]>>[OH:1][c:2]1[cH:3][c:4]([CH:10]=[CH:11][C:12]([CH2:13][C:14]([CH:15]=[CH:21][c:20]2[c:19]([Cl:18])[cH:26][c:25]([OH:27])[cH:24][cH:23]2)=[O:16])=[O:17])[cH:5][cH:6][c:7]1[O:8][CH3:9]. Starting materials: COc1ccc(C2=CC(=O)C(C)(C)O2)cc1, ClC(Cl)Cl, ClCCl, O=C1CCC(=O)N1Br. The product is COc1ccc(C2=C(Br)C(=O)C(C)(C)O2)cc1. As a reaction SMILES: [CH3:1][O:2][c:3]1[cH:4][cH:5][c:6]([C:9]2=[CH:10][C:11](=[O:16])[C:12]([CH3:14])([CH3:15])[O:13]2)[cH:7][cH:8]1.[Cl:25][CH:26]([Cl:27])[Cl:28].[Cl:29][CH2:30][Cl:31].[O:17]=[C:18]1[N:19]([Br:24])[C:20](=[O:21])[CH2:22][CH2:23]1>>[CH3:1][O:2][c:3]1[cH:4][cH:5][c:6]([C:9]2=[C:10]([Br:24])[C:11](=[O:16])[C:12]([CH3:14])([CH3:15])[O:13]2)[cH:7][cH:8]1.